describe an organic reaction: reactants, conditions, products, and yield From a dataset of the Open Reaction Database (ORD), a public repository of structured organic reaction records. Reactants: [Li]CCCC (n-BuLi), C(CC)C1CCC(CC1)C1=CC=C(C=C1)C=1[Se]C=CC1 (2-[4-(4-propylcyclohexyl)phenyl]selenophene), C(=O)N1CCOCC1 (N-formylmorpholine). The solvent is CC(C)(C)OC (MTBE), Cl (hydrochloric acid), C(C)OCC (diethyl ether). Conditions: temperature -78 celsius, time 24 hour. Product: C(CC)C1CCC(CC1)C1=CC=C(C=C1)C1=CC=C([Se]1)C=O (5-[4-(4-Propylcyclohexyl)phenyl]selenophene-2-carbaldehyde). RXN SMILES: [CH2:1]([CH:4]1[CH2:9][CH2:8][CH:7]([C:10]2[CH:15]=[CH:14][C:13]([C:16]3[Se:17][CH:18]=[CH:19][CH:20]=3)=[CH:12][CH:11]=2)[CH2:6][CH2:5]1)[CH2:2][CH3:3].[Li]CCCC.[CH:26](N1CCOCC1)=[O:27]>C(OCC)C.CC(OC)(C)C.Cl>[CH2:1]([CH:4]1[CH2:5][CH2:6][CH:7]([C:10]2[CH:15]=[CH:14][C:13]([C:16]3[Se:17][C:18]([CH:26]=[O:27])=[CH:19][CH:20]=3)=[CH:12][CH:11]=2)[CH2:8][CH2:9]1)[CH2:2][CH3:3]. Reported procedure: 1.48 g (4.47 mmol) of 2-[4-(4-propylcyclohexyl)phenyl]selenophene are initially introduced in 15 ml of diethyl ether, and 4.4 ml (7.0 mmol, 15% soln. in hexane) of n-BuLi are metered in rapidly. The mixture is heated under reflux for 15 min and subsequently cooled to −78° C. 1.4 ml (14.0 mmol) of N-formylmorpholine are added in one portion, and the mixture is warmed to RT and stirred for 24 h. The batch is diluted with MTBE, and 1 N hydrochloric acid is added. The organic phase is separated off,... The reactants are CCO, O=[N+]([O-])c1cccc(S(=O)(=O)NOC2CCCC2)c1, [H][H], [Pd]. Yields the product Nc1cccc(S(=O)(=O)NOC2CCCC2)c1. As a reaction SMILES: [CH3:22][CH2:23][OH:24].[CH:1]1([O:6][NH:7][S:8](=[O:9])(=[O:10])[c:11]2[cH:12][c:13]([N+:17]([O-:18])=[O:19])[cH:14][cH:15][cH:16]2)[CH2:2][CH2:3][CH2:4][CH2:5]1.[H:20][H:21].[Pd:25]>>[CH:1]1([O:6][NH:7][S:8](=[O:9])(=[O:10])[c:11]2[cH:12][c:13]([NH2:17])[cH:14][cH:15][cH:16]2)[CH2:2][CH2:3][CH2:4][CH2:5]1. Reactants: COC(=O)c1cc2[nH]cnc2c(F)c1Nc1ccc(Br)cc1, CN(C)C=O, O=C1CCC(=O)N1Cl. Yields the product COC(=O)c1cc2[nH]cnc2c(F)c1Nc1ccc(Br)cc1Cl. Reaction SMILES: [CH3:1][O:2][C:3](=[O:4])[c:5]1[cH:6][c:7]2[c:8]([n:9][cH:10][nH:11]2)[c:12]([F:22])[c:13]1[NH:14][c:15]1[cH:16][cH:17][c:18]([Br:21])[cH:19][cH:20]1.[CH3:31][N:32]([CH3:33])[CH:34]=[O:35].[Cl:23][N:24]1[C:25](=[O:26])[CH2:27][CH2:28][C:29]1=[O:30]>>[CH3:1][O:2][C:3](=[O:4])[c:5]1[cH:6][c:7]2[c:8]([n:9][cH:10][nH:11]2)[c:12]([F:22])[c:13]1[NH:14][c:15]1[c:16]([Cl:23])[cH:17][c:18]([Br:21])[cH:19][cH:20]1. Reactants: FC(C=CCOC1=C(C=C(C=C1)F)Br)(F)F (1-(1-trifluoromethylprop-1-en-3-yloxy)-2-bromo-4-fluorobenzene), FC(C(C=C)C1=C(C(=CC(=C1)F)Br)O)(F)F (2-(3-trifluoromethylprop-1-en-3-yl)-4-fluoro-6-bromophenol), C1(=CC=CC=C1)P(C1=CC=CC=C1)C1=CC=CC=C1 (triphenylphosphine), FC(C(C=C)C1=C(C(=CC(=C1)F)Br)O)(F)F (2-(3-trifluoromethylprop-1-en-3-yl)-4-fluoro-6-bromophenol), O=[O+][O-] (ozone). Solvent: ClCCl (dichloromethane). Reaction conditions: temperature -78 celsius, time 64 hour. Product: OC1OC2=C(C1C(F)(F)F)C=C(C=C2Br)F (2-hydroxy-3-trifluoromethyl-5-fluoro-7-bromo-2,3-dihydrobenzofuran). RXN SMILES: FC(F)(F)C=CC[O:6]C1C=CC(F)=CC=1Br.[F:17][C:18]([F:32])([F:31])[CH:19]([C:22]1[CH:27]=[C:26]([F:28])[CH:25]=[C:24]([Br:29])[C:23]=1[OH:30])[CH:20]=C.O=[O+][O-].C1(P(C2C=CC=CC=2)C2C=CC=CC=2)C=CC=CC=1>ClCCl>[OH:6][CH:20]1[CH:19]([C:18]([F:32])([F:31])[F:17])[C:22]2[CH:27]=[C:26]([F:28])[CH:25]=[C:24]([Br:29])[C:23]=2[O:30]1. Procedure: 1.0 gm (3.34 mMol) 1-(1-trifluoromethylprop-1-en-3-yloxy)-2-bromo-4-fluorobenzene was heated at 250° C. for 3 hours. The reaction mixture, containing primarily 2-(3-trifluoromethylprop-1-en-3-yl)-4-fluoro-6-bromophenol, was diluted with dichloromethane and the solution cooled to −78° C. This solution was then treated with excess ozone and was stirred at −78° C. until the 2-(3-trifluoromethylprop-1-en-3-yl)-4-fluoro-6-bromophenol was consumed as measured by thin layer chromatography. At this poin...